From a dataset of the Open Reaction Database (ORD), a public repository of structured organic reaction records. describe an organic reaction: reactants, conditions, products, and yield Starting materials: C(C)OC(CNC(=O)OCCOCCNC(=O)OCCOCCNC(=O)OC(C)(C)C)=O ((2-{2-[2-(2-t-butoxycarbonylaminoethoxy)ethoxycarbonylamino]ethoxy}ethoxycarbonylamino)-acetic acid ethyl ester), C(C)OC(CNC(=O)OCCOCCNC(=O)OCCOCCNC(=O)OC(C)(C)C)=O ((2-{2-[2-(2-t-butoxycarbonylaminoethoxy)ethoxycarbonylamino]ethoxy}ethoxycarbonylamino)-acetic acid ethyl ester), FC(C(=O)O)(F)F (trifluoroacetic acid). The solvent is ClCCl (dichloromethane). The product is FC(C(=O)[O-])(F)F (trifluoroacetate), C(C)OC(CNC(=O)OCCOCCNC(=O)OCCOCCN)=O ((2-{2-[2-(aminoethoxy)ethoxycarbonylamino]ethoxy}ethoxycarbonylamino)acetic acid ethyl ester). Isolated yield 99.4%. Reaction SMILES: [CH2:1]([O:3][C:4](=[O:32])[CH2:5][NH:6][C:7]([O:9][CH2:10][CH2:11][O:12][CH2:13][CH2:14][NH:15][C:16]([O:18][CH2:19][CH2:20][O:21][CH2:22][CH2:23][NH:24]C(OC(C)(C)C)=O)=[O:17])=[O:8])[CH3:2].[F:33][C:34]([F:39])([F:38])[C:35]([OH:37])=[O:36]>ClCCl>[F:33][C:34]([F:39])([F:38])[C:35]([O-:37])=[O:36].[CH2:1]([O:3][C:4](=[O:32])[CH2:5][NH:6][C:7]([O:9][CH2:10][CH2:11][O:12][CH2:13][CH2:14][NH:15][C:16]([O:18][CH2:19][CH2:20][O:21][CH2:22][CH2:23][NH2:24])=[O:17])=[O:8])[CH3:2]. Procedure details: (2-{2-[2-(2-t-Butoxycarbonylaminoethoxy)ethoxycarbonylamino]ethoxy}ethoxycarbonylamino acetic acid ethyl ester (Compound 5, 13.2 g, 0.03 mol, 1 eq) was dissolved in dichloromethane (100 mL) and then stirred. After slowly adding trifluoroacetic acid (150 mL), the mixture was stirred at room temperature for 30 minutes. After removing the solvent, washing 2 times with diethyl ether followed by drying yielded trifluoroacetate of (2-{2-[2-(aminoethoxy)ethoxycarbonylamino]ethoxy}ethoxycarbonylamino)ac... Reactants: COC(=O)c1sc(C2=CCC(C)(C)CC2)cc1NC1CCC(n2cncn2)CC1, CC1CCC(C(=O)O)CC1, [Cl-]. Yields the product COC(=O)c1sc(C2=CCC(C)(C)CC2)cc1N(C(=O)C1CCC(C)CC1)C1CCC(n2cncn2)CC1. Reaction SMILES: [CH3:1][O:2][C:3](=[O:4])[c:5]1[s:6][c:7]([C:22]2=[CH:23][CH2:24][C:25]([CH3:28])([CH3:29])[CH2:26][CH2:27]2)[cH:8][c:9]1[NH:10][CH:11]1[CH2:12][CH2:13][CH:14]([n:17]2[n:18][cH:19][n:20][cH:21]2)[CH2:15][CH2:16]1.[CH3:31][CH:32]1[CH2:33][CH2:34][CH:35]([C:38](=[O:39])[OH:40])[CH2:36][CH2:37]1.[Cl-:30]>>[CH3:1][O:2][C:3](=[O:4])[c:5]1[s:6][c:7]([C:22]2=[CH:23][CH2:24][C:25]([CH3:28])([CH3:29])[CH2:26][CH2:27]2)[cH:8][c:9]1[N:10]([CH:11]1[CH2:12][CH2:13][CH:14]([n:17]2[n:18][cH:19][n:20][cH:21]2)[CH2:15][CH2:16]1)[C:38]([CH:35]1[CH2:34][CH2:33][CH:32]([CH3:31])[CH2:37][CH2:36]1)=[O:39]. The reactants are C(C(=O)Cl)(=O)Cl (Oxalyl chloride), CN(C=O)C (N,N-dimethylformamide), FC=1C(=NC=C(C1)C(F)(F)F)N1N=CC(=C1C)C(=O)O (1-(3-fluoro-5-trifluoromethylpyridin-2-yl)-5-methyl-1H-pyrazole-4-carboxylic acid). Solvent: ClCCl (dichloromethane). Reaction conditions: time 2 hour. Product: FC=1C(=NC=C(C1)C(F)(F)F)N1N=CC(=C1C)C(=O)NC=1C=NC(=C(C1)C)C1=CCC(CC1)O (1-[3-Fluoro-5-(trifluoromethyl)pyridin-2-yl]-5-methyl-N-[5-methyl-6-(4-hydroxycyclohex-1-en-1-yl)pyridin-3-yl]-1H-pyrazole-4-carboxamide). Reaction SMILES: [C:1](Cl)(=[O:5])[C:2](Cl)=O.[CH3:7][N:8]([CH3:11])C=O.[F:12][C:13]1[C:14]([N:23]2[C:27]([CH3:28])=[C:26]([C:29]([OH:31])=O)[CH:25]=[N:24]2)=[N:15][CH:16]=[C:17]([C:19]([F:22])([F:21])[F:20])[CH:18]=1>ClCCl>[F:12][C:13]1[C:14]([N:23]2[C:27]([CH3:28])=[C:26]([C:29]([NH:15][C:14]3[CH:7]=[N:8][C:11]([C:26]4[CH2:25][CH2:2][CH:1]([OH:5])[CH2:28][CH:27]=4)=[C:18]([CH3:17])[CH:13]=3)=[O:31])[CH:25]=[N:24]2)=[N:15][CH:16]=[C:17]([C:19]([F:20])([F:21])[F:22])[CH:18]=1. Procedure: Oxalyl chloride (0.14 ml) and N,N-dimethylformamide (catalytic amounts) were added at room temperature to a solution of 1-(3-fluoro-5-trifluoromethylpyridin-2-yl)-5-methyl-1H-pyrazole-4-carboxylic acid (120 mg) described in Reference Example 130 in dichloromethane (5 ml) and stirred at room temperature for two hours. The solvent and an excess amount of oxalyl chloride were evaporated, and toluene (5 ml) was added to the resulted reaction mixture. Next, a solution of 2-(4-hydroxycyclohex-1-en-1-y... Yields the product [Br-], COc1cc(-c2cc[n+](CCF)cc2)ccc1[N+](=O)[O-]. RXN SMILES: [Br:18][CH2:19][CH2:20][F:21].[CH3:1][O:2][c:3]1[cH:4][c:5](-[c:12]2[cH:13][cH:14][n:15][cH:16][cH:17]2)[cH:6][cH:7][c:8]1[N+:9](=[O:10])[O-:11].[CH3:22][C:23](=[O:24])[C:25]([CH3:26])([CH3:27])[CH3:28]>>[Br-:18].[CH3:1][O:2][c:3]1[cH:4][c:5](-[c:12]2[cH:13][cH:14][n+:15]([CH2:19][CH2:20][F:21])[cH:16][cH:17]2)[cH:6][cH:7][c:8]1[N+:9](=[O:10])[O-:11]. Reactants: FCCBr, COc1cc(-c2ccncc2)ccc1[N+](=O)[O-], CC(=O)C(C)(C)C. The reactants are [H][H] (hydrogen), 8.5, C(C1=CC=CC=C1)N1CC(CCC1)(O)C1=C(C=C(C=C1)C(CCCCCC)(C)C)OCC1=CC=CC=C1 (1-benzyl-3-[2-benzyloxy-4-(1,1-dimethylheptyl)phenyl]-3-hydroxypiperidine). Reagents/catalysts: [Pd] (palladium-on-carbon). The solvent is C(C)O (ethanol). Yields the product CC(CCCCCC)(C)C1=CC(=C(C=C1)C1(CNCCC1)O)O (3-[4-(1,1-Dimethylheptyl)-2-hydroxyphenyl]-3-piperidinol). Isolated yield 70.0%. Reaction SMILES: C([N:8]1[CH2:13][CH2:12][CH2:11][C:10]([C:15]2[CH:20]=[CH:19][C:18]([C:21]([CH3:29])([CH3:28])[CH2:22][CH2:23][CH2:24][CH2:25][CH2:26][CH3:27])=[CH:17][C:16]=2[O:30]CC2C=CC=CC=2)([OH:14])[CH2:9]1)C1C=CC=CC=1.[H][H]>[Pd].C(O)C>[CH3:29][C:21]([C:18]1[CH:19]=[CH:20][C:15]([C:10]2([OH:14])[CH2:11][CH2:12][CH2:13][NH:8][CH2:9]2)=[C:16]([OH:30])[CH:17]=1)([CH3:28])[CH2:22][CH2:23][CH2:24][CH2:25][CH2:26][CH3:27]. Reported procedure: A mixture of 8.5 (17.03 mmols) of 1-benzyl-3-[2-benzyloxy-4-(1,1-dimethylheptyl)phenyl]-3-hydroxypiperidine, 2.0 g. of 10% palladium-on-carbon and 60 ml. of ethanol is stirred under one atmosphere of hydrogen for 2 hours. The reaction mixture is filtered through diatomaceous earth with ethyl acetate and evaporated. The residue is recrystallized from ethyl acetate to yield 3.8 g. (70%) of the title compound. A second crop of the title compound 0.396 g. (7%) is obtained from the mother liquor.